The task is: describe an organic reaction: reactants, conditions, products, and yield. This data is from the Open Reaction Database (ORD), a public repository of structured organic reaction records. The reactants are [Na] (sodium), Na, [Cl-].C(=O)(O)CO[C@H]1[C@@H](CCCC1)[NH3+] (trans-2-carboxymethoxy-cyclohexyl ammonium chloride), C1(=CC=CC=C1)N=C=S (phenylisothiocyanate). Run in C(C)O (ethanol). The product is C1(=CC=CC=C1)NC(N[C@H]1[C@@H](CCCC1)OCC(=O)O)=S (Trans-2-[2'-(N'-phenylthioureido)cyclohexyloxy] acetic acid). Yield: 30.0%. RXN SMILES: [Na].[Cl-].[C:3]([CH2:6][O:7][C@@H:8]1[CH2:13][CH2:12][CH2:11][CH2:10][C@H:9]1[NH3+:14])([OH:5])=[O:4].[C:15]1([N:21]=[C:22]=[S:23])[CH:20]=[CH:19][CH:18]=[CH:17][CH:16]=1>C(O)C>[C:15]1([NH:21][C:22](=[S:23])[NH:14][C@@H:9]2[CH2:10][CH2:11][CH2:12][CH2:13][C@H:8]2[O:7][CH2:6][C:3]([OH:5])=[O:4])[CH:20]=[CH:19][CH:18]=[CH:17][CH:16]=1 |f:1.2,^1:0|. Procedure: To a solution of sodium ethoxyde prepared from Na (0.046 g, 2 mmoles) and ethanol (10 ml), there were added trans-2-carboxymethoxy-cyclohexyl ammonium chloride (0.419 g, 2 mmoles) and phenylisothiocyanate (0.270 g, 2 mmoles). The mixture was refluxed for 1 hour, evaporated and the residue was dissolved in 1N NaOH (25 ml). The solution was extracted with diethyl ether (2×20 ml), the aqueous phase was acidified with HCl 18% to pH 2 and reextracted with diethyl ether (3×20 ml). The organic phase wa... Reactants: COC=1C2=C(SC1C(=O)OC)C=CC=C2 (methyl 3-methoxybenzo[b]-thiophene-2-carboxylate), OC=1C2=C(SC1C(=O)OC)C=CC(=C2)C(F)(F)F (methyl 3-hydroxy-5-(trifluoromethyl)benzo[b]thiophene-2-carboxylate). Product: COC=1C2=C(SC1C(=O)OC)C=CC(=C2)C(F)(F)F (methyl 3-methoxy-5-(trifluoromethyl)-benzo[b]thiophene-2-carboxylate). RXN SMILES: [CH3:1][O:2][C:3]1[C:4]2[CH:15]=[CH:14][CH:13]=[CH:12][C:5]=2[S:6][C:7]=1[C:8]([O:10][CH3:11])=[O:9].OC1C2C=C([C:30]([F:33])([F:32])[F:31])C=CC=2SC=1C(OC)=O>>[CH3:1][O:2][C:3]1[C:4]2[CH:15]=[C:14]([C:30]([F:33])([F:32])[F:31])[CH:13]=[CH:12][C:5]=2[S:6][C:7]=1[C:8]([O:10][CH3:11])=[O:9]. Procedure details: When the starting benzthiophene of the above example was replaced by methyl 3-hydroxy-5-(trifluoromethyl)benzo[b]thiophene-2-carboxylate, there was obtained methyl 3-methoxy-5-(trifluoromethyl)-benzo[b]thiophene-2-carboxylate as a pale yellow solid. Reactants: N1=CC(=CC=C1)/C=C/C(=O)NCCC=1C=C(OCC(=O)OC)C=CC1 (Methyl [3-[2-[(E)-3-(3-pyridyl)acryloylamino]-ethyl]phenoxy]acetate), CN.CO (methylamine methanol). Run in CO (methanol). Run at time 17 hour. The product is CNC(=O)COC=1C=C(CCNC(\C=C\C=2C=NC=CC2)=O)C=CC1 ((E)-N-[3-[(methyl-carbamoyl) methoxy]phenethyl]-3-(3-pyridyl)-2-propenoic acid amide). The yield is 88.0%. RXN SMILES: [N:1]1[CH:6]=[CH:5][CH:4]=[C:3](/[CH:7]=[CH:8]/[C:9]([NH:11][CH2:12][CH2:13][C:14]2[CH:15]=[C:16]([CH:23]=[CH:24][CH:25]=2)[O:17][CH2:18][C:19]([O:21]C)=O)=[O:10])[CH:2]=1.[CH3:26][NH2:27].CO>CO>[CH3:26][NH:27][C:19]([CH2:18][O:17][C:16]1[CH:15]=[C:14]([CH:25]=[CH:24][CH:23]=1)[CH2:13][CH2:12][NH:11][C:9](=[O:10])/[CH:8]=[CH:7]/[C:3]1[CH:2]=[N:1][CH:6]=[CH:5][CH:4]=1)=[O:21] |f:1.2|. Reported procedure: Methyl [3-[2-[(E)-3-(3-pyridyl)acryloylamino]-ethyl]phenoxy]acetate (0.34 g, 1.0 mmol) obtained in Example 94 was dissolved in methanol (6 ml) and 40% methylamine-methanol solution (0.8 ml) was added and stirred at room temperature for 17 hours. After concentrating the reaction mixture under reduced pressure, the residue was recrystallized to yield the titled compound (0.30 g, 88%). Starting materials: O1C=CC(C=C1)=O (4H-pyran-4-on), C1(CC1)N (cyclopropylamine). Run in CN(C=O)C (N,N-dimethylformamide). Run at temperature 100 celsius. Yields the product C1(CC1)N1C=CC(C=C1)=O (1-cyclopropyl-4-pyridone). Yield: 158.0%. Reaction SMILES: O1[CH:6]=[CH:5][C:4](=[O:7])[CH:3]=[CH:2]1.[CH:8]1([NH2:11])[CH2:10][CH2:9]1>CN(C)C=O>[CH:8]1([N:11]2[CH:6]=[CH:5][C:4](=[O:7])[CH:3]=[CH:2]2)[CH2:10][CH2:9]1. Reported procedure: 990 mg of 4H-pyran-4-on and 1.5 g of cyclopropylamine were dissolved in 15 ml of N,N-dimethylformamide, and reacted by heating in a sealed tube at 100° C. for 6 hours. The reaction mixture was concentrated to dryness, dissolved in 80 ml of chloroform and washed with 40 ml of water. The chloroform layer was concentrated to obtain 2.2 g of 1-cyclopropyl-4-pyridone.